The task is: describe an organic reaction: reactants, conditions, products, and yield. This data is from the Open Reaction Database (ORD), a public repository of structured organic reaction records. The reactants are O (water), O=C1CN(CCN1)C(=O)OCC1=CC=CC=C1 (benzyl 3-oxopiperazine-1-carboxylate), F[B-](F)(F)F.C[O+](C)C (trimethyloxonium tetrafluoroborate), C(=O)([O-])[O-].[Na+].[Na+] (Na2CO3). Solvent: C(Cl)Cl (CH2Cl2). Yields the product C(C1=CC=CC=C1)OC(=O)N1CCN=C(C1)OC (5-methoxy-3,6-dihydro-2H-pyrazine-1-carboxylic acid benzyl ester). The yield is 94.7%. RXN SMILES: [O:1]=[C:2]1[NH:7][CH2:6][CH2:5][N:4]([C:8]([O:10][CH2:11][C:12]2[CH:17]=[CH:16][CH:15]=[CH:14][CH:13]=2)=[O:9])[CH2:3]1.[C:18]([O-])([O-])=O.[Na+].[Na+].F[B-](F)(F)F.C[O+](C)C.O>C(Cl)Cl>[CH2:11]([O:10][C:8]([N:4]1[CH2:3][C:2]([O:1][CH3:18])=[N:7][CH2:6][CH2:5]1)=[O:9])[C:12]1[CH:17]=[CH:16][CH:15]=[CH:14][CH:13]=1 |f:1.2.3,4.5|. Reported procedure: A solution of benzyl 3-oxopiperazine-1-carboxylate (20.50 g, 10.67 mmol) in CH2Cl2 (100 ml) was cooled to 0° C. and treated with Na2CO3 (23.0 g, 217 mmol) for 10 minutes. Neat trimethyloxonium tetrafluoroborate (5.50 g, 37.2 mmol) was added in one portion, then the reaction is allowed to warm to room temperature for 6 hours. The reaction was poured into water (100 ml), and the layers were separated. The aqueous layer was re-extracted aqueous with 50 ml CH2Cl2 and the combined organic layers were... The reactants are CO, [H][H], NC(=O)Cc1ccc([N+](=O)[O-])cc1. Product: NC(=O)Cc1ccc(N)cc1. Reaction SMILES: [CH3:16][OH:17].[H:14][H:15].[N+:1]([O-:2])(=[O:3])[c:4]1[cH:5][cH:6][c:7]([CH2:10][C:11](=[O:12])[NH2:13])[cH:8][cH:9]1>>[NH2:1][c:4]1[cH:5][cH:6][c:7]([CH2:10][C:11](=[O:12])[NH2:13])[cH:8][cH:9]1. Starting materials: CS(C)=O, N#CCCNc1ccccc1, O, COc1cc(C(O)CS(C)(=O)=O)cc(OC)c1N(C)C(C)=O. Product: COc1cc(CC(C#N)=CNc2ccccc2)cc(OC)c1N(C)C(C)=O. Reaction SMILES: [CH3:34][S:35]([CH3:36])=[O:37].[NH:1]([c:2]1[cH:3][cH:4][cH:5][cH:6][cH:7]1)[CH2:8][CH2:9][C:10]#[N:11].[OH2:38].[OH:12][CH:13]([CH2:14][S:15]([CH3:16])(=[O:17])=[O:18])[c:19]1[cH:20][c:21]([O:32][CH3:33])[c:22]([N:23]([C:24]([CH3:25])=[O:26])[CH3:27])[c:28]([O:30][CH3:31])[cH:29]1>>[NH:1]([c:2]1[cH:3][cH:4][cH:5][cH:6][cH:7]1)[CH:8]=[C:9]([C:10]#[N:11])[CH2:13][c:19]1[cH:20][c:21]([O:32][CH3:33])[c:22]([N:23]([C:24]([CH3:25])=[O:26])[CH3:27])[c:28]([O:30][CH3:31])[cH:29]1. Reactants: O=C1c2ccccc2C(=O)N1CCBr, O=C([O-])[O-], [Cs+], [Cs+], CN(C)C=O, c1c[nH]nn1. Yields the product O=C1c2ccccc2C(=O)N1CCn1ccnn1. As a reaction SMILES: [Br:6][CH2:7][CH2:8][N:9]1[C:10](=[O:19])[c:11]2[c:12]([cH:15][cH:16][cH:17][cH:18]2)[C:13]1=[O:14].[C:20](=[O:21])([O-:22])[O-:23].[Cs+:24].[Cs+:25].[O:26]=[CH:27][N:28]([CH3:29])[CH3:30].[nH:1]1[n:2][n:3][cH:4][cH:5]1>>[n:1]1([CH2:7][CH2:8][N:9]2[C:10](=[O:19])[c:11]3[c:12]([cH:15][cH:16][cH:17][cH:18]3)[C:13]2=[O:14])[n:2][n:3][cH:4][cH:5]1. The reactants are CC(CCOC1=CC=C(C=C1)C1=C(C(=O)OCC)C=C(C(=C1)C(=O)OCC)OC)CCCC(C)C (Diethyl 2-[4-(3,7-dimethyloctyloxy)phenyl]-5-methoxyterephthalate), [OH-].[Na+] (NaOH), O (water), O (water), [H-].[H-].[H-].[H-].[Li+].[Al+3] (LiAlH4). The solvent is C1CCOC1 (THF), C1CCOC1 (THF), C1CCOC1 (THF). Conditions: temperature 67 celsius, time 2 hour. Product: OCC1=C(C=C(C(=C1)OC)CO)C1=CC=C(C=C1)OCCC(CCCC(C)C)C (2,5-bishydroxymethyl-4-methoxy-4′-(3,7-dimethyloctyloxy)biphenyl). Isolated yield 93.0%. RXN SMILES: [H-].[H-].[H-].[H-].[Li+].[Al+3].[CH3:7][CH:8]([CH2:36][CH2:37][CH2:38][CH:39]([CH3:41])[CH3:40])[CH2:9][CH2:10][O:11][C:12]1[CH:17]=[CH:16][C:15]([C:18]2[CH:28]=[C:27]([C:29](OCC)=[O:30])[C:26]([O:34][CH3:35])=[CH:25][C:19]=2[C:20](OCC)=[O:21])=[CH:14][CH:13]=1.O.[OH-].[Na+]>C1COCC1>[OH:21][CH2:20][C:19]1[CH:25]=[C:26]([O:34][CH3:35])[C:27]([CH2:29][OH:30])=[CH:28][C:18]=1[C:15]1[CH:14]=[CH:13][C:12]([O:11][CH2:10][CH2:9][CH:8]([CH3:7])[CH2:36][CH2:37][CH2:38][CH:39]([CH3:41])[CH3:40])=[CH:17][CH:16]=1 |f:0.1.2.3.4.5,8.9|. Procedure: LiAlH4 (7.9 g, 208 mmol) was initially introduced with about 250 ml of THF under an argon blanket. Diethyl 2-[4-(3,7-dimethyloctyloxy)phenyl]-5-methoxyterephthalate (72.2 g, 149 mmol) was diluted with about 60 ml of THF in a dropping funnel and slowly added dropwise. During this addition, the reaction mixture was stirred vigorously. The batch, diluted with a further 100 ml of THF, was then refluxed at 67° C. After 2 hours, it was cooled to RT. When the reduction was complete, 8 ml of water were ... Reaction SMILES: [CH2:1]([CH2:2][CH2:3][CH3:4])[c:5]1[n:6][c:7]2[c:8]([n:9]1[CH2:10][c:11]1[cH:12][c:13]([Cl:31])[c:14]([O:18][CH:19]([c:20]3[cH:21][cH:22][cH:23][cH:24][cH:25]3)[C:26](=[O:27])[O:28][CH2:29][CH3:30])[c:15]([Cl:17])[cH:16]1)[cH:32][c:33]([NH:36][C:37](=[O:38])[NH:39][CH:40]1[CH2:41][CH2:42][CH2:43][CH2:44][CH2:45]1)[cH:34][cH:35]2.[CH3:48][CH2:49][OH:50].[Na+:47].[OH-:46]>>[CH2:1]([CH2:2][CH2:3][CH3:4])[c:5]1[n:6][c:7]2[c:8]([n:9]1[CH2:10][c:11]1[cH:12][c:13]([Cl:31])[c:14]([O:18][CH:19]([c:20]3[cH:21][cH:22][cH:23][cH:24][cH:25]3)[C:26](=[O:27])[OH:28])[c:15]([Cl:17])[cH:16]1)[cH:32][c:33]([NH:36][C:37](=[O:38])[NH:39][CH:40]1[CH2:41][CH2:42][CH2:43][CH2:44][CH2:45]1)[cH:34][cH:35]2. Reactants: CCCCc1nc2ccc(NC(=O)NC3CCCCC3)cc2n1Cc1cc(Cl)c(OC(C(=O)OCC)c2ccccc2)c(Cl)c1, CCO, [Na+], [OH-]. The product is CCCCc1nc2ccc(NC(=O)NC3CCCCC3)cc2n1Cc1cc(Cl)c(OC(C(=O)O)c2ccccc2)c(Cl)c1.